Dataset: the Open Reaction Database (ORD), a public repository of structured organic reaction records. Task: describe an organic reaction: reactants, conditions, products, and yield The reactants are CC1([C@@H]([C@@H]1C#CC(=O)O)C(=O)OC(C)(C)C)C (tert.-butyl(1R,cis)2,2-dimethyl-3-(2-carboxyethynyl)-cyclopropane-carboxylate), CCCCCO (n-amyl alcohol). The product is CC1([C@@H]([C@@H]1C#CC(=O)OCCCCC)C(=O)OC(C)(C)C)C (tert.-butyl(1R,cis)2,2-dimethyl-3-[pentyloxycarbonylethynyl]cyclopropane-carboxylate). Reaction SMILES: [CH3:1][C:2]1([CH3:17])[C@@H:4]([C:5]#[C:6][C:7]([OH:9])=[O:8])[C@H:3]1[C:10]([O:12][C:13]([CH3:16])([CH3:15])[CH3:14])=[O:11].[CH3:18][CH2:19][CH2:20][CH2:21][CH2:22]O>>[CH3:1][C:2]1([CH3:17])[C@@H:4]([C:5]#[C:6][C:7]([O:9][CH2:18][CH2:19][CH2:20][CH2:21][CH3:22])=[O:8])[C@H:3]1[C:10]([O:12][C:13]([CH3:16])([CH3:15])[CH3:14])=[O:11]. Procedure: Using the procedure of Step A of Example 7, 3 g of tert.-butyl(1R,cis)2,2-dimethyl-3-(2-carboxyethynyl)-cyclopropane-carboxylate and 2 ml of n-amyl alcohol were reacted and the residue was chromatographed over silica gel. Elution with an 8-2 hexane-isopropyl ether mixture yielded 2.7 g of tert.-butyl(1R,cis)2,2-dimethyl-3-[pentyloxycarbonylethynyl]cyclopropane-carboxylate. Run at time nan hour. Product: COC(=O)C1=CC(=O)CC1. RXN SMILES: [CH3:1][O:2][C:3]([C:5]([CH2:9][C:8]1(OCC[O:10]1)[CH2:7]2)=[CH:6]2)=[O:4]>>[CH3:1][O:2][C:3]([C:5]([CH2:6][CH2:7][C:8]1=[O:10])=[CH:9]1)=[O:4]. Solvent: CCOC(=O)C (EtOAc). Reagents/catalysts: c1ccc(cc1)-c2c3ccccc3cc4ccccc24 (9-Phenylanthracene), Br (HBr). Starting materials: C=1CC2(CC1C(OC)=O)OCCO2. Starting materials: C(CCCCCCCCCCC)C1=C(C=CC=C1)S(=O)(=O)O (dodecylbenzenesulfonic acid), COCC1OCC2(CO1)CCCCC2 (3-Methoxymethyl2,4-dioxaspiro[5.5]undecane). Yields the product C1OC=COCC12CCCCC2 (2,5-dioxaspiro[6.5]dodec-3-ene). Reaction SMILES: C(C1C=CC=CC=1S(O)(=O)=O)CCCCCCCCCCC.CO[CH2:25][CH:26]1[O:31][CH2:30][C:29]2([CH2:36][CH2:35][CH2:34][CH2:33][CH2:32]2)[CH2:28][O:27]1>>[CH2:28]1[C:29]2([CH2:32][CH2:33][CH2:34][CH2:35][CH2:36]2)[CH2:30][O:31][CH:26]=[CH:25][O:27]1. Procedure: 250 g of vacuum gas oil were initially taken with 2.5 g of dodecylbenzenesulfonic acid at 250° C. in a stirred flask and nitrogen was passed in. 3-Methoxymethyl2,4-dioxaspiro[5.5]undecane was pumped in at a rate of 20 ml/h and the reaction products were distilled off simultaneously. The crude distillate was then worked up by distillation and gave, in addition to methanol, 83 g of 2,5-dioxaspiro[6.5]dodec-3-ene of boiling point 117° C./30 mbar and 268 g of unconsumed starting material; this corre...